From a dataset of the Open Reaction Database (ORD), a public repository of structured organic reaction records. describe an organic reaction: reactants, conditions, products, and yield The reactants are C(CCCCCCCCC(=O)O)(=O)O (sebacic acid), C1(O)=CC=C(O)C=C1 (hydroquinone), C1(=CC=C(C=C1)S(=O)(=O)O)C (p-toluenesulfonic acid). Reagents/catalysts: C(C)(=O)[O-].[Hg+2].C(C)(=O)[O-] (mercury(II)acetate). The solvent is C(C)(=O)OC=C (vinyl acetate), C(C)(=O)OCC (ethyl acetate). Run at time 20 minute. Product: C(=C)OC(CCCCCCCCC(=O)OC=C)=O (sebacic acid divinyl ester). RXN SMILES: [C:1]([OH:14])(=[O:13])[CH2:2][CH2:3][CH2:4][CH2:5][CH2:6][CH2:7][CH2:8][CH2:9][C:10]([OH:12])=[O:11].[C:15]1(C=CC(O)=C[CH:17]=1)O.[C:23]1(C)C=CC(S(O)(=O)=O)=C[CH:24]=1>C(OC=C)(=O)C.C(OCC)(=O)C.C([O-])(=O)C.[Hg+2].C([O-])(=O)C>[CH:15]([O:11][C:10](=[O:12])[CH2:9][CH2:8][CH2:7][CH2:6][CH2:5][CH2:4][CH2:3][CH2:2][C:1]([O:14][CH:23]=[CH2:24])=[O:13])=[CH2:17] |f:5.6.7|. Procedure: 15 g (74.2 mmol) of sebacic acid, 0.66 g (2.06 mmol) of mercury(II)acetate, and 0.12 g of hydroquinone were precharged in 75 ml of vinyl acetate into a 250 ml three-necked flask and stirred for 20 minutes under argon. Then, 0.09 g (0.01 mol) of p-toluenesulfonic acid were added as a catalyst, and the reaction mixture was refluxed for 4 hours. After cooling down to room temperature, the obtained solution was diluted with 200 ml ethyl acetate and extracted with 150 ml 2N NaOH. The organic phase wa... The reactants are O=C([O-])O, COc1ccc(N)cc1, CCO, Clc1ccnc(Cl)n1, [Na+], O. Product: COc1ccc(Nc2ccnc(Cl)n2)cc1. Reaction SMILES: [C:1](=[O:2])([OH:3])[O-:4].[CH3:14][O:15][c:16]1[cH:17][cH:18][c:19]([NH2:20])[cH:21][cH:22]1.[CH3:23][CH2:24][OH:25].[Cl:6][c:7]1[n:8][cH:9][cH:10][c:11]([Cl:13])[n:12]1.[Na+:5].[OH2:26]>>[Cl:6][c:7]1[n:8][cH:9][cH:10][c:11]([NH:20][c:19]2[cH:18][cH:17][c:16]([O:15][CH3:14])[cH:22][cH:21]2)[n:12]1. Conditions: time 5 hour. Reported procedure: A slurry of 6.90 g. of 4,9-dihydro-9-methyl-10H-thieno[3,4-b][1,5]benzodiazepin-10-one and 4.36 ml. (5.10 g.) of phenylacetyl chloride in 100 ml. of benzene is refluxed with stirring for 5 hours. The reaction mixture is filtered while hot through diatomaceous earth. The filtrate is washed twice with aqueous sodium bicarbonate and dried over magnesium sulfate causing crystals to form. The drying agent and crystals are washed with chloroform and then chloroform:methanol (9:1). The washings are eva... Yields the product CN1C(C=2C(N(C3=C1C=CC=C3)C(CC3=CC=CC=C3)=O)=CSC2)=O (4,9-Dihydro-9-methyl-4-phenylacetyl-10H-thieno[3,4-b][1,5]benzodiazepin-10-one). Solvent: C1=CC=CC=C1 (benzene). Reactants: CN1C(C=2C(NC3=C1C=CC=C3)=CSC2)=O (4,9-dihydro-9-methyl-10H-thieno[3,4-b][1,5]benzodiazepin-10-one), C1(=CC=CC=C1)CC(=O)Cl (phenylacetyl chloride). As a reaction SMILES: [CH3:1][N:2]1[C:8]2[CH:9]=[CH:10][CH:11]=[CH:12][C:7]=2[NH:6][C:5]2=[CH:13][S:14][CH:15]=[C:4]2[C:3]1=[O:16].[C:17]1([CH2:23][C:24](Cl)=[O:25])[CH:22]=[CH:21][CH:20]=[CH:19][CH:18]=1>C1C=CC=CC=1>[CH3:1][N:2]1[C:8]2[CH:9]=[CH:10][CH:11]=[CH:12][C:7]=2[N:6]([C:24](=[O:25])[CH2:23][C:17]2[CH:22]=[CH:21][CH:20]=[CH:19][CH:18]=2)[C:5]2=[CH:13][S:14][CH:15]=[C:4]2[C:3]1=[O:16].